This data is from the Open Reaction Database (ORD), a public repository of structured organic reaction records. The task is: describe an organic reaction: reactants, conditions, products, and yield The reactants are solid, intermediate E, BrC=1C=CC=2N(C1)C(=CN2)I (6-bromo-3-iodoimidazo[1,2-a]pyridine), FC(C1=CC=C(C=C1)B(O)O)(F)F (4-trifluoromethyl-phenylboronic acid). Yields the product BrC=1C=CC=2N(C1)C(=CN2)C2=CC=C(C=C2)C(F)(F)F (6-Bromo-3-(4-trifluoromethyl-phenyl)-imidazo[1,2-a]pyridine). As a reaction SMILES: [Br:1][C:2]1[CH:3]=[CH:4][C:5]2[N:6]([C:8](I)=[CH:9][N:10]=2)[CH:7]=1.[F:12][C:13]([F:24])([F:23])[C:14]1[CH:19]=[CH:18][C:17](B(O)O)=[CH:16][CH:15]=1>>[Br:1][C:2]1[CH:3]=[CH:4][C:5]2[N:6]([C:8]([C:17]3[CH:18]=[CH:19][C:14]([C:13]([F:24])([F:23])[F:12])=[CH:15][CH:16]=3)=[CH:9][N:10]=2)[CH:7]=1. Procedure: The title compound, light brown solid (0.3 g, 40%), MS (ISP) m/z=341.4 [(M+H)+], mp 151° C., was prepared in accordance with the general method of intermediate E from commercially available 6-bromo-3-iodoimidazo[1,2-a]pyridine (0.7 g, 2.17 mmol) and commercially available 4-trifluoromethyl-phenylboronic acid (0.45 g, 2.38 mmol). Reactants: [Al+3], COc1ccc2c(c1)C(C(=O)N(C)CC(OC)OC)CC2, [H-], [H-], [H-], [H-], [Li+], [Na+], [OH-], O. The product is COc1ccc2c(c1)C(CN(C)CC(OC)OC)CC2. As a reaction SMILES: [Al+3:23].[CH3:1][N:2]([CH2:3][CH:4]([O:5][CH3:6])[O:7][CH3:8])[C:9](=[O:10])[CH:11]1[CH2:12][CH2:13][c:14]2[cH:15][cH:16][c:17]([O:20][CH3:21])[cH:18][c:19]21.[H-:22].[H-:25].[H-:26].[H-:27].[Li+:24].[Na+:29].[OH-:28].[OH2:30]>>[CH3:1][N:2]([CH2:3][CH:4]([O:5][CH3:6])[O:7][CH3:8])[CH2:9][CH:11]1[CH2:12][CH2:13][c:14]2[cH:15][cH:16][c:17]([O:20][CH3:21])[cH:18][c:19]21. Reactants: [BH3-]C#N, CCO, O=S(=O)(C1CCCNC1)N1CCOCC1, [Na+], CC(C)(C)OC(=O)N1CCC(=O)CC1, O. Product: CC(C)(C)OC(=O)N1CCC(N2CCCC(S(=O)(=O)N3CCOCC3)C2)CC1. Reaction SMILES: [C:30]([BH3-:31])#[N:32].[CH3:35][CH2:36][OH:37].[NH:1]1[CH2:2][CH:3]([S:7](=[O:8])(=[O:9])[N:10]2[CH2:11][CH2:12][O:13][CH2:14][CH2:15]2)[CH2:4][CH2:5][CH2:6]1.[Na+:33].[O:16]=[C:17]1[CH2:18][CH2:19][N:20]([C:23](=[O:24])[O:25][C:26]([CH3:27])([CH3:28])[CH3:29])[CH2:21][CH2:22]1.[OH2:34]>>[N:1]1([CH:17]2[CH2:18][CH2:19][N:20]([C:23](=[O:24])[O:25][C:26]([CH3:27])([CH3:28])[CH3:29])[CH2:21][CH2:22]2)[CH2:2][CH:3]([S:7](=[O:8])(=[O:9])[N:10]2[CH2:11][CH2:12][O:13][CH2:14][CH2:15]2)[CH2:4][CH2:5][CH2:6]1. The reactants are C1CCOC1, O=C(Cl)Cl, O=[N+]([O-])c1ccccc1CCO. The product is O=C(Cl)OCCc1ccccc1[N+](=O)[O-]. RXN SMILES: [CH2:17]1[O:18][CH2:19][CH2:20][CH2:21]1.[Cl:1][C:2]([Cl:3])=[O:4].[N+:5](=[O:6])([O-:7])[c:8]1[c:9]([CH2:14][CH2:15][OH:16])[cH:10][cH:11][cH:12][cH:13]1>>[C:2]([Cl:3])(=[O:4])[O:16][CH2:15][CH2:14][c:9]1[c:8]([N+:5](=[O:6])[O-:7])[cH:13][cH:12][cH:11][cH:10]1. Reactants: [BH4-], Cc1nsc(N2CCC(=O)CC2)n1, CCO, Nc1nc2c(C3(O)CCC(C(F)(F)F)CC3)cccn2n1, [Na+]. The product is Cc1nsc(N2CCC(Nc3nc4c(C5(O)CCC(C(F)(F)F)CC5)cccn4n3)CC2)n1. RXN SMILES: [BH4-:35].[CH3:22][c:23]1[n:24][s:25][c:26]([N:28]2[CH2:29][CH2:30][C:31](=[O:34])[CH2:32][CH2:33]2)[n:27]1.[CH3:37][CH2:38][OH:39].[NH2:1][c:2]1[n:3][n:4]2[c:5]([c:6]([C:10]3([OH:20])[CH2:11][CH2:12][CH:13]([C:16]([F:17])([F:18])[F:19])[CH2:14][CH2:15]3)[cH:7][cH:8][cH:9]2)[n:21]1.[Na+:36]>>[NH:1]([c:2]1[n:3][n:4]2[c:5]([c:6]([C:10]3([OH:20])[CH2:11][CH2:12][CH:13]([C:16]([F:17])([F:18])[F:19])[CH2:14][CH2:15]3)[cH:7][cH:8][cH:9]2)[n:21]1)[CH:31]1[CH2:30][CH2:29][N:28]([c:26]2[s:25][n:24][c:23]([CH3:22])[n:27]2)[CH2:33][CH2:32]1. Reactants: ClC1=C(C=CC(=C1)OC)N1N=NC(=C1C)C(=O)O (1-(2-chloro-4-methoxyphenyl)-5-methyl-1H-1,2,3-triazole-4-carboxylic acid), ClC1=C(N)C=CC(=C1)OC(F)(F)F (2-chloro-4-trifluoromethoxyaniline). The product is ClC1=C(C=CC(=C1)OC(F)(F)F)N1N=NC(=C1C)C(=O)O (1-(2-Chloro-4-(trifluoromethoxy)phenyl)-5-methyl-1H-1,2,3-triazole-4-carboxylic acid). RXN SMILES: ClC1C=C(OC)C=CC=1N1[C:14]([CH3:15])=[C:13]([C:16]([OH:18])=[O:17])[N:12]=[N:11]1.[Cl:19][C:20]1[CH:26]=[C:25]([O:27][C:28]([F:31])([F:30])[F:29])[CH:24]=[CH:23][C:21]=1[NH2:22]>>[Cl:19][C:20]1[CH:26]=[C:25]([O:27][C:28]([F:29])([F:30])[F:31])[CH:24]=[CH:23][C:21]=1[N:22]1[C:14]([CH3:15])=[C:13]([C:16]([OH:18])=[O:17])[N:12]=[N:11]1. Procedure: The title compound was prepared analogously to 1-(2-chloro-4-methoxyphenyl)-5-methyl-1H-1,2,3-triazole-4-carboxylic acid (Example step 2) by replacing 2-chloro-4-methoxyaniline (step 1) with 2-chloro-4-trifluoromethoxyaniline. Reaction SMILES: [C:1]1([C:20]2[CH:25]=[CH:24][CH:23]=[CH:22][CH:21]=2)[CH:6]=[CH:5][CH:4]=[CH:3][C:2]=1[CH2:7][N:8]1[C:16]2[CH:15]=[CH:14][N:13]=[C:12]([O:17]C)[C:11]=2[CH:10]=[C:9]1[CH3:19]>CC(O)=O.Br>[C:1]1([C:20]2[CH:25]=[CH:24][CH:23]=[CH:22][CH:21]=2)[CH:6]=[CH:5][CH:4]=[CH:3][C:2]=1[CH2:7][N:8]1[C:16]2[CH:15]=[CH:14][NH:13][C:12](=[O:17])[C:11]=2[CH:10]=[C:9]1[CH3:19]. Yields the product C1(=C(C=CC=C1)CN1C(=CC=2C(NC=CC21)=O)C)C2=CC=CC=C2 (1-Biphenyl-2-ylmethyl-2-methyl-1,5-dihydro-pyrrolo[3,2-c]pyridin-4-one). The reactants are C1(=C(C=CC=C1)CN1C(=CC=2C(=NC=CC21)OC)C)C2=CC=CC=C2 (1-Biphenyl-2-ylmethyl-4-methoxy-2-methyl-1H-pyrrolo[3,2-c]pyridine). Run in CC(=O)O (AcOH), Br (HBr). Reaction conditions: temperature 105 celsius, time 16 hour. Procedure details: To a stirred solution of 1-biphenyl-2-ylmethyl-4-methoxy-2-methyl-1H-pyrrolo[3,2-c]pyridine 4 (370 mg, 1.13 mmol) in AcOH (15 mL), 48% of HBr (5 mL) was added. The reaction mixture was heated to 105° C., and then stirred for 16 h, cooled to room temperature and evaporated. The obtained residue was dissolved in CH2Cl2 (100 mL), washed with saturated NaHCO3 (30 mL), brine (30 mL), dried over Na2SO4 and evaporated to afford crude product 5, which was used without further purification for next step.... Reactants: [BH4-], CO, [Na+], NCc1ccc(CN(Cc2nc3ccccc3[nH]2)C2CCCc3cccnc32)cc1, O=Cc1c[nH]c2ccccc12. Product: c1cnc2c(c1)CCCC2N(Cc1ccc(CNCc2c[nH]c3ccccc23)cc1)Cc1nc2ccccc2[nH]1. RXN SMILES: [BH4-:42].[CH3:44][OH:45].[Na+:43].[nH:12]1[c:13]([CH2:21][N:22]([CH2:23][c:24]2[cH:25][cH:26][c:27]([CH2:30][NH2:31])[cH:28][cH:29]2)[CH:32]2[CH2:33][CH2:34][CH2:35][c:36]3[cH:37][cH:38][cH:39][n:40][c:41]32)[n:14][c:15]2[c:16]1[cH:17][cH:18][cH:19][cH:20]2.[nH:1]1[cH:2][c:3]([CH:10]=[O:11])[c:4]2[cH:5][cH:6][cH:7][cH:8][c:9]12>>[nH:1]1[cH:2][c:3]([CH2:10][NH:31][CH2:30][c:27]2[cH:26][cH:25][c:24]([CH2:23][N:22]([CH2:21][c:13]3[nH:12][c:16]4[c:15]([n:14]3)[cH:20][cH:19][cH:18][cH:17]4)[CH:32]3[CH2:33][CH2:34][CH2:35][c:36]4[cH:37][cH:38][cH:39][n:40][c:41]43)[cH:29][cH:28]2)[c:4]2[cH:5][cH:6][cH:7][cH:8][c:9]12. Reactants: Clc1ccc2c(n1)OCCN(Cc1ccccc1)C2, Cc1ccccc1, CC(O)C1CC1, [H-], [Na+], O=C(C=Cc1ccccc1)C=Cc1ccccc1, O=C(C=Cc1ccccc1)C=Cc1ccccc1, O=C(C=Cc1ccccc1)C=Cc1ccccc1, O, [Pd], [Pd], c1ccc(P(c2ccccc2)c2ccc3ccccc3c2-c2c(P(c3ccccc3)c3ccccc3)ccc3ccccc23)cc1. The product is CC(Oc1ccc2c(n1)OCCN(Cc1ccccc1)C2)C1CC1. As a reaction SMILES: [CH2:9]([c:10]1[cH:11][cH:12][cH:13][cH:14][cH:15]1)[N:16]1[CH2:17][CH2:18][O:19][c:20]2[c:21]([cH:23][cH:24][c:25]([Cl:27])[n:26]2)[CH2:22]1.[CH3:74][c:75]1[cH:76][cH:77][cH:78][cH:79][cH:80]1.[CH:1]1([CH:4]([CH3:5])[OH:6])[CH2:2][CH2:3]1.[H-:7].[Na+:8].[O:101]=[C:102]([CH:103]=[CH:104][c:105]1[cH:106][cH:107][cH:108][cH:109][cH:110]1)[CH:111]=[CH:112][c:113]1[cH:114][cH:115][cH:116][cH:117][cH:118]1.[O:119]=[C:120]([CH:121]=[CH:122][c:123]1[cH:124][cH:125][cH:126][cH:127][cH:128]1)[CH:129]=[CH:130][c:131]1[cH:132][cH:133][cH:134][cH:135][cH:136]1.[O:83]=[C:84]([CH:85]=[CH:86][c:87]1[cH:88][cH:89][cH:90][cH:91][cH:92]1)[CH:93]=[CH:94][c:95]1[cH:96][cH:97][cH:98][cH:99][cH:100]1.[OH2:137].[Pd:81].[Pd:82].[cH:28]1[cH:29][cH:30][c:31]([P:32]([c:33]2[cH:34][cH:35][c:36]3[c:37]([cH:38][cH:39][cH:40][cH:41]3)[c:42]2-[c:43]2[c:44]3[c:45]([cH:46][cH:47][cH:48][cH:49]3)[cH:50][cH:51][c:52]2[P:53]([c:54]2[cH:55][cH:56][cH:57][cH:58][cH:59]2)[c:60]2[cH:61][cH:62][cH:63][cH:64][cH:65]2)[c:66]2[cH:67][cH:68][cH:69][cH:70][cH:71]2)[cH:72][cH:73]1>>[CH:1]1([CH:4]([CH3:5])[O:6][c:25]2[cH:24][cH:23][c:21]3[c:20]([n:26]2)[O:19][CH2:18][CH2:17][N:16]([CH2:9][c:10]2[cH:11][cH:12][cH:13][cH:14][cH:15]2)[CH2:22]3)[CH2:2][CH2:3]1.